Dataset: the Open Reaction Database (ORD), a public repository of structured organic reaction records. Task: describe an organic reaction: reactants, conditions, products, and yield Reactants: C(=O)(O)[O-].[Na+] (NaHCO3), ClC=1SC2=C(N1)C=CC(=C2)OC (2-chloro-6-methoxybenzothiazole), C1C2N(CCN1)CCCC2 (octahydropyrido[1,2-a]-pyrazine), CCN(C(C)C)C(C)C (DIPEA). Run in CS(=O)C (dimethylsulfoxide), C(C)(=O)OCC (ethyl acetate). Reaction conditions: temperature 115 celsius, time 8 hour. Product: Cl.COC1=CC2=C(N=C(S2)N2CC3N(CC2)CCCC3)C=C1 (2-(6-methoxybenzothiazol-2-yl)octahydropyrido[1,2-a]pyrazine, hydrochloride). Isolated yield 56.8%. As a reaction SMILES: [Cl:1][C:2]1[S:3][C:4]2[CH:10]=[C:9]([O:11][CH3:12])[CH:8]=[CH:7][C:5]=2[N:6]=1.[CH2:13]1[NH:18][CH2:17][CH2:16][N:15]2[CH2:19][CH2:20][CH2:21][CH2:22][CH:14]12.CCN(C(C)C)C(C)C.C([O-])(O)=O.[Na+]>C(OCC)(=O)C.CS(C)=O>[ClH:1].[CH3:12][O:11][C:9]1[CH:8]=[CH:7][C:5]2[N:6]=[C:2]([N:18]3[CH2:17][CH2:16][N:15]4[CH2:19][CH2:20][CH2:21][CH2:22][CH:14]4[CH2:13]3)[S:3][C:4]=2[CH:10]=1 |f:3.4,7.8|. Procedure details: A mixture of 2-chloro-6-methoxybenzothiazole (0.17 g, 1.0 mmol), octahydropyrido[1,2-a]-pyrazine (0.21 g, 1.0 mmol), DIPEA (0.51 mL) and dimethylsulfoxide (1 mL) was stirred at 115° C. overnight. The reaction mixture was allowed to cool and dissolved in a mixture of ethyl acetate and a NaHCO3 solution. The phases were separated and the organic phase was washed with water (3×) and then extracted with 0.25 M hydrochloric acid (20 mL). The acidic aqueous extract was concentrated and re-evaporated w...